This data is from the Open Reaction Database (ORD), a public repository of structured organic reaction records. The task is: describe an organic reaction: reactants, conditions, products, and yield Reactants: CC(C)(C)OC(=O)N1CCC(N)C1, O=C(O)c1ccc(Cl)s1. Product: CC(C)(C)OC(=O)N1CCC(NC(=O)c2ccc(Cl)s2)C1. Reaction SMILES: [C:1](=[O:2])([O:3][C:4]([CH3:5])([CH3:6])[CH3:7])[N:8]1[CH2:9][CH:10]([NH2:13])[CH2:11][CH2:12]1.[Cl:14][c:15]1[cH:16][cH:17][c:18]([C:20](=[O:21])[OH:22])[s:19]1>>[C:1](=[O:2])([O:3][C:4]([CH3:5])([CH3:6])[CH3:7])[N:8]1[CH2:9][CH:10]([NH:13][C:20]([c:18]2[cH:17][cH:16][c:15]([Cl:14])[s:19]2)=[O:21])[CH2:11][CH2:12]1. Reactants: CN1CCC(c2c[nH]c3ccc(Br)cc23)CC1, [Li]C(C)(C)C, CN(C)C=O, [KH], C1CCOC1. Yields the product CN1CCC(c2c[nH]c3ccc(C=O)cc23)CC1. Reaction SMILES: [Br:2][c:3]1[cH:4][c:5]2[c:6]([CH:12]3[CH2:13][CH2:14][N:15]([CH3:18])[CH2:16][CH2:17]3)[cH:7][nH:8][c:9]2[cH:10][cH:11]1.[C:19]([Li:20])([CH3:21])([CH3:22])[CH3:23].[CH3:24][N:25]([CH:26]=[O:27])[CH3:28].[KH:1].[O:29]1[CH2:30][CH2:31][CH2:32][CH2:33]1>>[c:3]1([CH:26]=[O:27])[cH:4][c:5]2[c:6]([CH:12]3[CH2:13][CH2:14][N:15]([CH3:18])[CH2:16][CH2:17]3)[cH:7][nH:8][c:9]2[cH:10][cH:11]1. Reactants: CCCCCC.C(C)(C)O (hexane i-propanol), C(C1=CC=CC=C1)(=O)CC(=O)OCC (ethyl benzoylacetate), C(C)O (ethanol), Cl (HCl), steel, steel, [H][H] (hydrogen). Reagents/catalysts: [Ru] (Ruthenium). Reaction conditions: temperature 80 celsius, time 21 hour. The product is OC=1C=C(C=CC1)[C@@H](C(=O)OCC)C (ethyl (S)-3-hydroxyphenylpropionate). Reaction SMILES: [C:1]([CH2:9][C:10]([O:12][CH2:13][CH3:14])=[O:11])(=O)C1C=CC=CC=1.C([OH:17])C.Cl.[H][H].[CH3:21][CH2:22][CH2:23][CH2:24][CH2:25][CH3:26].C(O)(C)C>[Ru]>[OH:17][C:23]1[CH:22]=[C:21]([C@H:9]([CH3:1])[C:10]([O:12][CH2:13][CH3:14])=[O:11])[CH:26]=[CH:25][CH:24]=1 |f:4.5|. Reported procedure: 0.498 g (2.53 mmol) of ethyl benzoylacetate, 5 ml of degassed ethanol and 60 μl of 1N HCl are introduced in succession into a Schlenk vessel filled with argon. This solution and the catalyst solution from Example C2 are then transferred in succession by means of a steel capillary into a 50 ml steel autoclave filled with argon. The s/c (substrate/catalyst) ratio is 200. The autoclave is closed and a pressure of 50 bar is set using 4 flushing cycles (pressurization with 20 bar of hydrogen). The au... Starting materials: ClC1=NC=CC2=C1N=C(N=C2)NC2=C(C=C(C=C2)C=2C=NN(C2)C)C (8-chloro-N-(2-methyl-4-(1-methyl-1H-pyrazol-4-yl)phenyl)pyrido[3,4-d]pyrimidin-2-amine), CN1N=CC(=C1)B1OC(C)(C)C(C)(C)O1 (1-methylpyrazole-4-boronic acid pinacol ester), C([O-])([O-])=O.[Cs+].[Cs+] (cesium carbonate). The reagents and catalysts are C=1C=CC(=CC1)[P](C=2C=CC=CC2)(C=3C=CC=CC3)[Pd]([P](C=4C=CC=CC4)(C=5C=CC=CC5)C=6C=CC=CC6)([P](C=7C=CC=CC7)(C=8C=CC=CC8)C=9C=CC=CC9)[P](C=1C=CC=CC1)(C=1C=CC=CC1)C=1C=CC=CC1 (Pd(PPh3)4). Solvent: O1CCOCC1 (1,4-dioxane), O (water), CCOC(=O)C (EtOAc), O (water). Conditions: temperature 100 celsius. Product: CN1N=CC(=C1)C1=NC=CC2=C1N=C(N=C2)NC2=C(C=C(C=C2)C=2C=NN(C2)C)C (8-(1-methyl-1H-pyrazol-4-yl)-N-(2-methyl-4-(1-methyl-1H-pyrazol-4-yl)phenyl)pyrido[3,4-d]pyrimidin-2-amine). Yield: 51.9%. Reaction SMILES: Cl[C:2]1[C:7]2[N:8]=[C:9]([NH:12][C:13]3[CH:18]=[CH:17][C:16]([C:19]4[CH:20]=[N:21][N:22]([CH3:24])[CH:23]=4)=[CH:15][C:14]=3[CH3:25])[N:10]=[CH:11][C:6]=2[CH:5]=[CH:4][N:3]=1.[CH3:26][N:27]1[CH:31]=[C:30](B2OC(C)(C)C(C)(C)O2)[CH:29]=[N:28]1.C(=O)([O-])[O-].[Cs+].[Cs+]>O1CCOCC1.O.CCOC(C)=O.C1C=CC([P]([Pd]([P](C2C=CC=CC=2)(C2C=CC=CC=2)C2C=CC=CC=2)([P](C2C=CC=CC=2)(C2C=CC=CC=2)C2C=CC=CC=2)[P](C2C=CC=CC=2)(C2C=CC=CC=2)C2C=CC=CC=2)(C2C=CC=CC=2)C2C=CC=CC=2)=CC=1>[CH3:26][N:27]1[CH:31]=[C:30]([C:2]2[C:7]3[N:8]=[C:9]([NH:12][C:13]4[CH:18]=[CH:17][C:16]([C:19]5[CH:20]=[N:21][N:22]([CH3:24])[CH:23]=5)=[CH:15][C:14]=4[CH3:25])[N:10]=[CH:11][C:6]=3[CH:5]=[CH:4][N:3]=2)[CH:29]=[N:28]1 |f:2.3.4,^1:63,65,84,103|. Reported procedure: To a solution of 8-chloro-N-(2-methyl-4-(1-methyl-1H-pyrazol-4-yl)phenyl)pyrido[3,4-d]pyrimidin-2-amine (Preparation 113, 12 mg, 0.034 mmol) in 1,4-dioxane (2 mL) and water (1 mL) was added 1-methylpyrazole-4-boronic acid pinacol ester (14 mg, 0.068 mmol), cesium carbonate (17 mg, 0.051 mmol) and Pd(PPh3)4 (2 mg, 1.71 umol). The reaction mixture was heated to 100° C. under microwave irradiation for 30 minutes. The reaction mixture was diluted with EtOAc (20 mL) and water (20 mL). The organic lay... Reactants: C(C(CO)(CO)N)O (Trisamine), C(CCC)C1=CC=C(C=C1)C#CC1=CC=C(CNCC2=CC=C(OCC(=O)OC)C=C2)C=C1 (methyl {4-[({4-[(4-butylphenyl)ethynyl]benzyl}amino)methyl]phenoxy}acetate), C(C)(C)(C)C1=CC=C(C=C1)N=C=O (4-tert-butylphenylisocyanate), N1CCOCC1 (morpholine). Solvent: C(Cl)Cl (DCM). Run at time 2 hour. Yields the product C(C)(C)(C)C1=CC=C(C=C1)NC(=O)N(CC1=CC=C(C=C1)C#CC1=CC=C(C=C1)CCCC)CC1=CC=C(OCC(=O)OC)C=C1 (Methyl {4-[({[(4-tert-butylphenyl)amino]carbonyl}{4-[(4-butylphenyl)ethynyl]benzyl)amino)methyl]phenoxy}acetate). As a reaction SMILES: [CH2:1]([C:5]1[CH:10]=[CH:9][C:8]([C:11]#[C:12][C:13]2[CH:33]=[CH:32][C:16]([CH2:17][NH:18][CH2:19][C:20]3[CH:31]=[CH:30][C:23]([O:24][CH2:25][C:26]([O:28][CH3:29])=[O:27])=[CH:22][CH:21]=3)=[CH:15][CH:14]=2)=[CH:7][CH:6]=1)[CH2:2][CH2:3][CH3:4].[C:34]([C:38]1[CH:43]=[CH:42][C:41]([N:44]=[C:45]=[O:46])=[CH:40][CH:39]=1)([CH3:37])([CH3:36])[CH3:35].N1CCOCC1.C(O)C(N)(CO)CO>C(Cl)Cl>[C:34]([C:38]1[CH:43]=[CH:42][C:41]([NH:44][C:45]([N:18]([CH2:19][C:20]2[CH:21]=[CH:22][C:23]([O:24][CH2:25][C:26]([O:28][CH3:29])=[O:27])=[CH:30][CH:31]=2)[CH2:17][C:16]2[CH:15]=[CH:14][C:13]([C:12]#[C:11][C:8]3[CH:7]=[CH:6][C:5]([CH2:1][CH2:2][CH2:3][CH3:4])=[CH:10][CH:9]=3)=[CH:33][CH:32]=2)=[O:46])=[CH:40][CH:39]=1)([CH3:37])([CH3:35])[CH3:36]. Procedure details: A solution of methyl {4-[({4-[(4-butylphenyl)ethynyl]benzyl}amino)methyl]phenoxy}acetate (45 mg, 0.10 mmol) and 4-tert-butylphenylisocyanate (Aldrich, 27 mg, 0.15 mmol) in DCM (2 mL) was stirred at rt overnight in presence of a morpholine resin (1.5 eq., Novabiochem HL, 3.8 mmol/g). Trisamine resin (1.2 eq, Novabiochem, 3.5 mmol/g) was then added and the mixture was stirred at rt for an additional 2 hrs. The reaction mixture was then filtrated and the solvent was removed under reduced pressure t... Starting materials: O=O (oxygen), [Br-].[Li+] (lithium bromide), BrCC=CCBr (1,4-dibromo-2-butene), C(C)(=O)O (acetic acid), C(C)(=O)OC(C)=O (acetic anhydride), C=CC=C (butadiene), C(C)(=O)OCC=CCOC(C)=O (1,4-diacetoxy-2-butene), O=O (oxygen), II, C(C)(=O)OCC(C=C)OC(C)=O (1,2-diacetoxy-3-butene). Reagents/catalysts: [O-2].[O-2].[O-2].[Cr+6] (chromium trioxide). Conditions: temperature 140 celsius, time 45 minute. The product is C(C)(=O)OC(=CCC)OC(C)=O (diacetoxybutene). Isolated yield 35.0%. As a reaction SMILES: [Br-].[Li+].BrCC=CCBr.[C:9]([OH:12])(=[O:11])[CH3:10].C(OC(=O)C)(=O)C.C=CC=C.O=O.[C:26]([O:29][CH2:30][CH:31](OC(=O)C)[CH:32]=[CH2:33])(=[O:28])[CH3:27].C(OCC=CCOC(=O)C)(=O)C>[O-2].[O-2].[O-2].[Cr+6]>[C:9]([O:12][C:30]([O:29][C:26](=[O:28])[CH3:27])=[CH:31][CH2:32][CH3:33])(=[O:11])[CH3:10] |f:0.1,9.10.11.12|. Procedure details: Another run was conducted according to the process of this invention in the same apparatus as employed in the previous runs of Examples I and II. In this run, the reactor was charged with 2.3 grams (20 mmol) of chromium trioxide (CrO3), 6.5 grams (75 mmol) of lithium bromide, 4.6 grams (22.5 mmol) of 1,4-dibromo-2-butene, 50 mol of acetic acid, 25 ml of acetic anhydride, and 10.8 grams (200 mmol) of butadiene from the vapor phase. The reactor was pressured to 30 psig with oxygen, placed in an oi... Reactants: C(C)C1COC=2C=CC3=C(C12)CCN(CC3)C(C(F)(F)F)=O (1-(1-Ethyl-1,2,6,7,9,10-hexahydro-3-oxa-8-aza-cyclohepta[e]inden-8-yl)-2,2,2-trifluoro-ethanone), C(=O)([O-])[O-].[K+].[K+] (K2CO3). Solvent: CO (MeOH), O (water), O (water). Yields the product C(C)C1COC=2C=CC3=C(C12)CCNCC3 (1-Ethyl-1,2,7,8,9,10-hexahydro-6H-3-oxa-8-aza-cyclohepta[e]indene). The yield is 50.8%. RXN SMILES: [CH2:1]([CH:3]1[C:11]2[C:10]3[CH2:12][CH2:13][N:14](C(=O)C(F)(F)F)[CH2:15][CH2:16][C:9]=3[CH:8]=[CH:7][C:6]=2[O:5][CH2:4]1)[CH3:2].C([O-])([O-])=O.[K+].[K+]>CO.O>[CH2:1]([CH:3]1[C:11]2[C:10]3[CH2:12][CH2:13][NH:14][CH2:15][CH2:16][C:9]=3[CH:8]=[CH:7][C:6]=2[O:5][CH2:4]1)[CH3:2] |f:1.2.3|. Procedure details: The product of step (i) (45 mg, 0.143 mmol) was dissolved in an appropriately sized flask in MeOH (3 ml). To this mixture water (1 ml) and K2CO3 (500 mg, 3.62 mmol) were added. The reaction mixture was stirred at room temperature until the product formation was complete by LCMS. The reaction mixture was diluted with water (>10× total volume) and extracted with DCM (3×). The combined DCM extracts were washed with brine, dried (Na2SO4), and solvent evaporated in vacuo to provide the title compound... The reactants are C(CCCCCCCCCCCCCCCCC)N (octadecylamine), C1C(O1)CO (glycidol). Solvent: C1(=CC=CC=C1)C (toluene). Conditions: temperature 60 celsius. The product is C(CCCCCCCCCCCCCCCCC)N.OCC(C)O (1,2-Dihydroxypropane Octadecylamine). As a reaction SMILES: [CH2:1]([NH2:19])[CH2:2][CH2:3][CH2:4][CH2:5][CH2:6][CH2:7][CH2:8][CH2:9][CH2:10][CH2:11][CH2:12][CH2:13][CH2:14][CH2:15][CH2:16][CH2:17][CH3:18].[CH2:20]1[O:22][CH:21]1[CH2:23][OH:24]>C1(C)C=CC=CC=1>[CH2:1]([NH2:19])[CH2:2][CH2:3][CH2:4][CH2:5][CH2:6][CH2:7][CH2:8][CH2:9][CH2:10][CH2:11][CH2:12][CH2:13][CH2:14][CH2:15][CH2:16][CH2:17][CH3:18].[OH:24][CH2:23][CH:21]([OH:22])[CH3:20] |f:3.4|. Procedure: Approximately 280 g of octadecylamine and about 0.35 liter of toluene were charged to a glass reactor and warmed to about 60° C. Over a 3 hour period of time, 38 g of glycidol were slowly added in small increments with agitation while maintaining a temperature of 60° to 65° C. The reactor contents were then heated at about 90° C. for 26 additional hours. The solvent was removed by vacuum distillation and the resulting product formed a pale yellow waxy solid after cooling. Starting materials: OO (hydrogen peroxide), OO (hydrogen peroxide), C(C)(C)(C)C1CCC=2N(C3=CC=CC=C3C2C1)CCN1CCCC1 (3-tert-butyl-9-(2-pyrrolidinoethyl)-1,2,3,4-tetrahydrocarbazole), base, ice water, [Mn](=O)(=O)(=O)[O-].[K+] (potassium permanganate). Run in O (water), CO (methanol). Reaction conditions: time 3 day. The product is C(C)(C)(C)C1CCC=2N(C3=CC=CC=C3C2C1)CC[N+]1(CCCC1)[O-] (1-[2-(3-tert-butyl-1,2,3,4-tetrahydrocarbazole-9-yl) ethyl]pyrrolidine-N-oxide). As a reaction SMILES: [C:1]([CH:5]1[CH2:17][C:16]2[C:15]3[C:10](=[CH:11][CH:12]=[CH:13][CH:14]=3)[N:9]([CH2:18][CH2:19][N:20]3[CH2:24][CH2:23][CH2:22][CH2:21]3)[C:8]=2[CH2:7][CH2:6]1)([CH3:4])([CH3:3])[CH3:2].OO.[Mn]([O-])(=O)(=O)=[O:28].[K+]>CO.O>[C:1]([CH:5]1[CH2:17][C:16]2[C:15]3[C:10](=[CH:11][CH:12]=[CH:13][CH:14]=3)[N:9]([CH2:18][CH2:19][N+:20]3([O-:28])[CH2:21][CH2:22][CH2:23][CH2:24]3)[C:8]=2[CH2:7][CH2:6]1)([CH3:4])([CH3:2])[CH3:3] |f:2.3|. Reported procedure: The product of Example 1 as free base (22.25g) in methanol (300 ml) was cooled to 0° (ice/water bath). Aqueous 30% w/v hydrogen peroxide (31.4g) was added dropwise over about 15 minutes, with cooling and stirring. The mixture was kept at ambient temperature for three days, and the excess hydrogen peroxide was then decomposed with a trace of potassium permanganate. The mixture was evaporated to dryness and the residue was dissolved in hot isopropanol (40 ml). Water (500 ml) was added with stirrin... Starting materials: CI, CN(C)C=O, ClC(Cl)Cl, [H-], Cc1nc2c([nH]1)-c1ccccc1N(C(=O)c1ccc([N+](=O)[O-])cc1)CC2, [Na+], O. The product is Cc1nc2c(n1C)CCN(C(=O)c1ccc([N+](=O)[O-])cc1)c1ccccc1-2. RXN SMILES: [CH3:29][I:30].[CH3:32][N:33]([CH3:34])[CH:35]=[O:36].[CH:37]([Cl:38])([Cl:39])[Cl:40].[H-:1].[N+:3](=[O:4])([O-:5])[c:6]1[cH:7][cH:8][c:9]([C:10](=[O:11])[N:12]2[CH2:13][CH2:14][c:15]3[c:16]([nH:23][c:24]([CH3:26])[n:25]3)-[c:17]3[c:18]2[cH:19][cH:20][cH:21][cH:22]3)[cH:27][cH:28]1.[Na+:2].[OH2:31]>>[N+:3](=[O:4])([O-:5])[c:6]1[cH:7][cH:8][c:9]([C:10](=[O:11])[N:12]2[CH2:13][CH2:14][c:15]3[c:16]([n:23][c:24]([CH3:26])[n:25]3[CH3:29])-[c:17]3[c:18]2[cH:19][cH:20][cH:21][cH:22]3)[cH:27][cH:28]1.